From a dataset of the Open Reaction Database (ORD), a public repository of structured organic reaction records. describe an organic reaction: reactants, conditions, products, and yield Starting materials: CCOC(=O)CBr, O=C([O-])[O-], Cc1ccc(C2CCCN(C(=O)OCc3ccccc3)C2)cc1N, CN(C)C=O, [Cs+], [Cs+], O. The product is CCOC(=O)CNc1cc(C2CCCN(C(=O)OCc3ccccc3)C2)ccc1C. RXN SMILES: [Br:31][CH2:32][C:33](=[O:34])[O:35][CH2:36][CH3:37].[C:25](=[O:26])([O-:27])[O-:28].[CH2:1]([c:2]1[cH:3][cH:4][cH:5][cH:6][cH:7]1)[O:8][C:9](=[O:10])[N:11]1[CH2:12][CH:13]([c:17]2[cH:18][c:19]([NH2:24])[c:20]([CH3:23])[cH:21][cH:22]2)[CH2:14][CH2:15][CH2:16]1.[CH3:38][N:39]([CH3:40])[CH:41]=[O:42].[Cs+:29].[Cs+:30].[OH2:43]>>[CH2:1]([c:2]1[cH:3][cH:4][cH:5][cH:6][cH:7]1)[O:8][C:9](=[O:10])[N:11]1[CH2:12][CH:13]([c:17]2[cH:18][c:19]([NH:24][CH2:32][C:33](=[O:34])[O:35][CH2:36][CH3:37])[c:20]([CH3:23])[cH:21][cH:22]2)[CH2:14][CH2:15][CH2:16]1. The reactants are CC(=O)n1ncc2cc(Br)c(F)cc21, CO, Cl, [Na+], [OH-]. Yields the product Fc1cc2[nH]ncc2cc1Br. RXN SMILES: [Br:1][c:2]1[cH:3][c:4]2[cH:5][n:6][n:7]([C:12](=[O:13])[CH3:14])[c:8]2[cH:9][c:10]1[F:11].[CH3:18][OH:19].[ClH:15].[Na+:17].[OH-:16]>>[Br:1][c:2]1[cH:3][c:4]2[cH:5][n:6][nH:7][c:8]2[cH:9][c:10]1[F:11].